From a dataset of the Open Reaction Database (ORD), a public repository of structured organic reaction records. describe an organic reaction: reactants, conditions, products, and yield The reactants are CN1CCNCC1, CCN(C(C)=O)c1cc(Cl)c(F)cc1[N+](=O)[O-]. Product: CCN(C(C)=O)c1cc(N2CCN(C)CC2)c(F)cc1[N+](=O)[O-]. Reaction SMILES: [CH3:18][N:19]1[CH2:20][CH2:21][NH:22][CH2:23][CH2:24]1.[Cl:1][c:2]1[c:3]([F:17])[cH:4][c:5]([N+:14](=[O:15])[O-:16])[c:6]([N:7]([C:8]([CH3:9])=[O:10])[CH2:11][CH3:12])[cH:13]1>>[c:2]1([N:22]2[CH2:21][CH2:20][N:19]([CH3:18])[CH2:24][CH2:23]2)[c:3]([F:17])[cH:4][c:5]([N+:14](=[O:15])[O-:16])[c:6]([N:7]([C:8]([CH3:9])=[O:10])[CH2:11][CH3:12])[cH:13]1. Reactants: solid, ethylene ketal, C(#N)C1=C(C=C(C=C1)C1CCC(CC1)=O)F (4-(4-cyano-3-fluorophenyl)-cyclohexanone), CCSC(=O)N(CC(C)C)CC(C)C (butylate), [Cl-].C1(=CC=CC=C1)C(OC[PH3+])(C1=CC=CC=C1)C1=CC=CC=C1 (triphenylmethoxymethylphosphonium chloride), C(CCC)[Li] (butyllithium), C1(CCCCC1)O (cyclohexanol), C1COC2(CCC(CC2)=O)O1 (cyclohexane-1,4-dione monoethylene ketal), [K] (potassium), BrC1=CC(=C(C#N)C=C1)F (4-bromo-2-fluorobenzonitrile). Conditions: time 30 minute. Reaction SMILES: [K].CCSC([N:7]([CH2:12][CH:13]([CH3:15])[CH3:14])CC(C)C)=O.[Cl-].C1([C:23]([C:33]2[CH:38]=[CH:37][CH:36]=[CH:35][CH:34]=2)(C2C=CC=CC=2)[O:24][CH2:25][PH3+])C=CC=CC=1.[C:39]([C:41]1C=CC(C2CCC(=O)CC2)=C[C:42]=1F)#N.BrC1C=CC(C#N)=C([F:64])C=1.C1OC2(CCC(=O)CC2)OC1.C([Li])CCC.C1(O)CCCCC1>C(OC(C)C)(C)C.CCOCC.C1COCC1.O>[CH3:25][O:24][CH:23]=[C:33]1[CH2:34][CH2:35][CH:36]([C:41]2[CH:42]=[CH:14][C:13]([C:12]#[N:7])=[C:15]([F:64])[CH:39]=2)[CH2:37][CH2:38]1 |f:2.3,^1:0|. Yields the product COC=C1CCC(CC1)C1=CC(=C(C#N)C=C1)F (4-[4-(methoxymethylene)cyclohexyl]-2-fluorobenzonitrile). Procedure: 1.8 g of solid potassium t.-butylate are added at -15° to a suspension of 5.3 g of triphenylmethoxymethylphosphonium chloride in 100 ml of diisopropyl ether, and the mixture is stirred for a further 30 minutes. A solution of 2.3 g of 4-(4-cyano-3-fluorophenyl)-cyclohexanone [obtainable by reacting 4-bromo-2-fluorobenzonitrile and cyclohexane-1,4-dione monoethylene ketal with butyllithium in ether at -100° by the method of W. E. Porham and L. D. Jones, J. Org. Chem. 41, 1187, 2704 (1976), subsequ... Solvent: CCOCC (ether), O (water), C(C)(C)OC(C)C (diisopropyl ether), C1CCOC1 (THF), petroleum ether.